Dataset: the Open Reaction Database (ORD), a public repository of structured organic reaction records. Task: describe an organic reaction: reactants, conditions, products, and yield Reactants: NC=1C=CC(=C(C1)C1=CN(C2=C(N=C(C=C21)C2CCN(CC2)C(=O)OC(C)(C)C)OC)C)OC2=C(C=C(C=C2)F)F (tert-butyl 4-(3-(5-amino-2-(2,4-difluorophenoxy)phenyl)-7-methoxy-1-methyl-1H-pyrrolo[2,3-c]pyridin-5-yl)piperidine-1-carboxylate), C(C)N(C(C)C)C(C)C (N-ethyl-N-isopropylpropan-2-amine), C(C)S(=O)(=O)Cl (ethanesulfonyl chloride), [OH-].[Na+] (sodium hydroxide). Solvent: ClCCl (dichloromethane). Conditions: time 8 hour. Product: FC1=C(OC2=C(C=C(C=C2)NS(=O)(=O)CC)C2=CN(C3=C(N=C(C=C32)C3CCN(CC3)C(=O)OC(C)(C)C)OC)C)C=CC(=C1)F (tert-butyl 4-(3-(2-(2,4-difluorophenoxy)-5-(ethylsulfonamido)phenyl)-7-methoxy-1-methyl-1H-pyrrolo[2,3-c]pyridin-5-yl)piperidine-1-carboxylate). Yield: 46.0%. RXN SMILES: [NH2:1][C:2]1[CH:3]=[CH:4][C:5]([O:33][C:34]2[CH:39]=[CH:38][C:37]([F:40])=[CH:36][C:35]=2[F:41])=[C:6]([C:8]2[C:16]3[C:11](=[C:12]([O:30][CH3:31])[N:13]=[C:14]([CH:17]4[CH2:22][CH2:21][N:20]([C:23]([O:25][C:26]([CH3:29])([CH3:28])[CH3:27])=[O:24])[CH2:19][CH2:18]4)[CH:15]=3)[N:10]([CH3:32])[CH:9]=2)[CH:7]=1.C(N(C(C)C)C(C)C)C.[CH2:51]([S:53](Cl)(=[O:55])=[O:54])[CH3:52].[OH-].[Na+]>ClCCl>[F:41][C:35]1[CH:36]=[C:37]([F:40])[CH:38]=[CH:39][C:34]=1[O:33][C:5]1[CH:4]=[CH:3][C:2]([NH:1][S:53]([CH2:51][CH3:52])(=[O:55])=[O:54])=[CH:7][C:6]=1[C:8]1[C:16]2[C:11](=[C:12]([O:30][CH3:31])[N:13]=[C:14]([CH:17]3[CH2:22][CH2:21][N:20]([C:23]([O:25][C:26]([CH3:27])([CH3:28])[CH3:29])=[O:24])[CH2:19][CH2:18]3)[CH:15]=2)[N:10]([CH3:32])[CH:9]=1 |f:3.4|. Reported procedure: To a solution of Example 183B (205 mg, 0.363 mmol) in 10 mL dichloromethane was added N-ethyl-N-isopropylpropan-2-amine (254 μL, 1.452 mmol) and ethanesulfonyl chloride (120 μL, 1.271 mmol). The mixture was stirred at ambient temperature overnight. The mixture was concentrated. The viscous oil residue was taken into dioxane (10 mL) and treated with sodium hydroxide (5446 μL, 5.45 mmol, 1N aqueous solution). The mixture was stirred at ambient temperature for 80 minutes and then quenched with satu...